Dataset: the Open Reaction Database (ORD), a public repository of structured organic reaction records. Task: describe an organic reaction: reactants, conditions, products, and yield Starting materials: N1(CCCCC1)NC(C1=C(C=C(C=C1)OCC(=O)C1=CC=2C(CCC(C2C=C1)(C)C)(C)C)O)=O (N-piperidinyl-2-hydroxy-4-(5,6,7,8-tetrahydro-5,5,8,8-tetramethyl-2-naphthoylmethoxy)benzamide), C(C)(C)O (isopropanol), C1CCOC1 (THF), [BH4-].[Na+] (NaBH4). The solvent is CC(=O)C (Acetone). Conditions: temperature 0 celsius, time 1 hour. The product is N1(CCCCC1)NC(C1=C(C=C(C=C1)OCC(C1=CC=2C(CCC(C2C=C1)(C)C)(C)C)O)O)=O (N-piperidinyl-2-hydroxy-4-[2-hydroxy-2-(5,6,7,8-tetrahydro-5,5,8,8-tetramethyl-2-naphthyl)ethoxy]benzamide). Reaction SMILES: [N:1]1([NH:7][C:8](=[O:34])[C:9]2[CH:14]=[CH:13][C:12]([O:15][CH2:16][C:17]([C:19]3[CH:28]=[CH:27][C:26]4[C:25]([CH3:30])([CH3:29])[CH2:24][CH2:23][C:22]([CH3:32])([CH3:31])[C:21]=4[CH:20]=3)=[O:18])=[CH:11][C:10]=2[OH:33])[CH2:6][CH2:5][CH2:4][CH2:3][CH2:2]1.C(O)(C)C.C1COCC1.[BH4-].[Na+]>CC(C)=O>[N:1]1([NH:7][C:8](=[O:34])[C:9]2[CH:14]=[CH:13][C:12]([O:15][CH2:16][CH:17]([OH:18])[C:19]3[CH:28]=[CH:27][C:26]4[C:25]([CH3:29])([CH3:30])[CH2:24][CH2:23][C:22]([CH3:31])([CH3:32])[C:21]=4[CH:20]=3)=[CH:11][C:10]=2[OH:33])[CH2:6][CH2:5][CH2:4][CH2:3][CH2:2]1 |f:3.4|. Procedure details: 3.43 g (7.6 mmol) of N-piperidinyl-2-hydroxy-4-(5,6,7,8-tetrahydro-5,5,8,8-tetramethyl-2-naphthoylmethoxy)benzamide, 100 ml of isopropanol and 50 ml of THF are introduced into a flask. The mixture is cooled to 0° C. and 144 mg (3.81 mmol) of NaBH4 are added. The mixture is stirred at 0° C. for 1 hour. Acetone is added, the solvents are evaporated, the residue is taken up in water and the mixture is adjusted to pH 6-7 with hydrochloric acid (1N). The mixture is extracted with ethyl acetate, washe... Reactants: CCCCCCCCCCCCCCCCOC(C)(C)C1CO1, CS(C)=O, [K+], [OH-], O. The product is CCCCCCCCCCCCCCCCOC(C)(C)C(O)CO. Reaction SMILES: [CH2:1]([CH2:2][CH2:3][CH2:4][CH2:5][CH2:6][CH2:7][CH2:8][CH2:9][CH2:10][CH2:11][CH2:12][CH2:13][CH2:14][CH2:15][CH3:16])[O:17][C:18]([CH3:19])([CH3:20])[CH:21]1[O:22][CH2:23]1.[CH3:26][S:27]([CH3:28])=[O:29].[K+:25].[OH-:24].[OH2:30]>>[CH2:1]([CH2:2][CH2:3][CH2:4][CH2:5][CH2:6][CH2:7][CH2:8][CH2:9][CH2:10][CH2:11][CH2:12][CH2:13][CH2:14][CH2:15][CH3:16])[O:17][C:18]([CH3:19])([CH3:20])[CH:21]([CH2:23][OH:22])[OH:29].